The task is: describe an organic reaction: reactants, conditions, products, and yield. This data is from the Open Reaction Database (ORD), a public repository of structured organic reaction records. Reactants: NC(CCSC)C(=O)O (DL-methionine), [O-]C#N.[K+] (potassium cyanate), Cl (hydrochloric acid). Solvent: O (water). Reaction conditions: temperature 70 celsius, time 1 hour. The product is C(CNC(=O)N)(=O)O.NC(CCSC)C(=O)O (DL-methionine hydantoic acid). The yield is 115.2%. Reaction SMILES: [NH2:1][CH:2]([C:7]([OH:9])=[O:8])[CH2:3][CH2:4][S:5][CH3:6].[O-:10][C:11]#[N:12].[K+].Cl>O>[C:7]([OH:9])(=[O:8])[CH2:2][NH:1][C:11]([NH2:12])=[O:10].[NH2:1][CH:2]([C:7]([OH:9])=[O:8])[CH2:3][CH2:4][S:5][CH3:6] |f:1.2,5.6|. Procedure details: 150 Grams (1 mole) of DL-methionine and 100 g (1 mole) of potassium cyanate having 80% purity were mixed with 700 ml of water and stirred at 70° C. for 1 hour. After cooling to room temperature, the reaction solution was adjusted to pH 2~3 with 12% hydrochloric acid to obtain 154 g of DL-methionine hydantoic acid having a melting point of 95°~98° C.